From a dataset of the Open Reaction Database (ORD), a public repository of structured organic reaction records. describe an organic reaction: reactants, conditions, products, and yield Starting materials: C(C)N1N=C(C=C1N)C (1-ethyl-3-methyl-5-aminopyrazole), C(C)OC(C(C(=O)OCC)=COCC)=O (ethoxymethylene malonic acid diethyl ester). The solvent is C(C)O (ethanol). Product: C(C)OC(C(C(=O)OCC)=CNC1=CC(=NN1CC)C)=O ([[(1-ethyl-3-methyl-5-pyrazolyl)amino]methylene]malonic acid diethyl ester). RXN SMILES: [CH2:1]([N:3]1[C:7]([NH2:8])=[CH:6][C:5]([CH3:9])=[N:4]1)[CH3:2].[CH2:10]([O:12][C:13](=[O:24])[C:14](=[CH:20]OCC)[C:15]([O:17][CH2:18][CH3:19])=[O:16])[CH3:11]>C(O)C>[CH2:10]([O:12][C:13](=[O:24])[C:14](=[CH:20][NH:8][C:7]1[N:3]([CH2:1][CH3:2])[N:4]=[C:5]([CH3:9])[CH:6]=1)[C:15]([O:17][CH2:18][CH3:19])=[O:16])[CH3:11]. Procedure details: 12.5 g. of 1-ethyl-3-methyl-5-aminopyrazole (0.1 mol.) and 21.6 g. of ethoxymethylene malonic acid diethyl ester (0.1 mol.) are heated to 120° (bath temperature) for 2 hours with stirring. The ethanol formed by this reaction is removed by means of a water aspirator. Vacuum distillation (b.p. 0.05 152°-153°) yields 24.0 g. (81.5%) of a quickly crystallizing oil, [[(1-ethyl-3-methyl-5-pyrazolyl)amino]methylene]malonic acid diethyl ester, m.p. 60°-67°. The product, recrystallized from ligroin (90°-... The reactants are CC(=O)OC(C)=O, CC(N)C(Oc1ccc2c(cnn2-c2ccc(F)cc2)c1)c1ccccc1. The product is CC(=O)NC(C)C(Oc1ccc2c(cnn2-c2ccc(F)cc2)c1)c1ccccc1. As a reaction SMILES: [CH3:28][C:29](=[O:30])[O:31][C:32](=[O:33])[CH3:34].[F:1][c:2]1[cH:3][cH:4][c:5](-[n:8]2[n:9][cH:10][c:11]3[cH:12][c:13]([O:17][CH:18]([CH:19]([CH3:20])[NH2:21])[c:22]4[cH:23][cH:24][cH:25][cH:26][cH:27]4)[cH:14][cH:15][c:16]23)[cH:6][cH:7]1>>[F:1][c:2]1[cH:3][cH:4][c:5](-[n:8]2[n:9][cH:10][c:11]3[cH:12][c:13]([O:17][CH:18]([CH:19]([CH3:20])[NH:21][C:29]([CH3:28])=[O:30])[c:22]4[cH:23][cH:24][cH:25][cH:26][cH:27]4)[cH:14][cH:15][c:16]23)[cH:6][cH:7]1.